Task: describe an organic reaction: reactants, conditions, products, and yield. Dataset: the Open Reaction Database (ORD), a public repository of structured organic reaction records Starting materials: COC(=O)CBr, [K+], [K+], Cc1cc(N)cc(C)c1C=O, O=C([O-])[O-], CN(C)C=O. Product: COC(=O)CNc1cc(C)c(C=O)c(C)c1. RXN SMILES: [CH3:12][O:13][C:14]([CH2:15][Br:16])=[O:17].[K+:18].[K+:19].[NH2:1][c:2]1[cH:3][c:4]([CH3:11])[c:5]([CH:6]=[O:7])[c:8]([CH3:10])[cH:9]1.[O-:20][C:21]([O-:22])=[O:23].[O:24]=[CH:25][N:26]([CH3:27])[CH3:28]>>[NH:1]([c:2]1[cH:3][c:4]([CH3:11])[c:5]([CH:6]=[O:7])[c:8]([CH3:10])[cH:9]1)[CH2:15][C:14]([O:13][CH3:12])=[O:17]. The reactants are B.[Li] (lithium boron hydride), C([O-])([O-])=O.[K+].[K+] (potassium carbonate), C(C)OC(=O)C1NC(CCCC1)=O (7-oxo-azepane-2-carboxylic acid ethyl ester), Cl (hydrochloric acid). Solvent: O1CCCC1 (tetrahydrofuran), ClCCl (dichloromethane). Reaction conditions: time 8 hour. The product is OCC1CCCCC(N1)=O (7-Hydroxymethyl-azepan-2-on). Isolated yield 60.9%. RXN SMILES: C([O:3][C:4]([CH:6]1[CH2:12][CH2:11][CH2:10][CH2:9][C:8](=[O:13])[NH:7]1)=O)C.B.[Li].Cl.C(=O)([O-])[O-].[K+].[K+]>ClCCl.O1CCCC1>[OH:3][CH2:4][CH:6]1[NH:7][C:8](=[O:13])[CH2:9][CH2:10][CH2:11][CH2:12]1 |f:1.2,4.5.6,^1:14|. Procedure: 3.10 g of 7-oxo-azepane-2-carboxylic acid ethyl ester (compound G1) are dissolved in 150 ml of dichloromethane under an atmosphere of dry nitrogen. At room temperature, 8.45 ml of lithium boron hydride solution in tetrahydrofuran (strength 2.0 M) are slowly added to the solution in the course of 10 min. Thereafter, the reaction mixture is stirred for 17 hours overnight at room temperature. Subsequently, the mixture is cooled in an ice bath and acidified to pH 1 using hydrochloric acid (strength ... The reactants are CC(C)([O-])C.[K+] (Potassium tert-butoxide), ClC1=CC=C(C=C1)C1=CC(=CN1O)C(=O)OCC (ethyl 5-(p-chlorophenyl)-1-hydroxypyrrole-3-carboxylate), CI (Methyl iodide). Run in O (water), O1CCCC1 (tetrahydrofuran). Conditions: time 3 hour. The product is ClC1=CC=C(C=C1)C1=CC(=CN1OC)C(=O)OCC (5-(p-Chlorophenyl)-1-Methoxypyrrole-3-Carboxylic Acid, Ethyl Ester). Isolated yield 94.5%. As a reaction SMILES: [CH3:1]C(C)([O-])C.[K+].[Cl:7][C:8]1[CH:13]=[CH:12][C:11]([C:14]2[N:18]([OH:19])[CH:17]=[C:16]([C:20]([O:22][CH2:23][CH3:24])=[O:21])[CH:15]=2)=[CH:10][CH:9]=1.CI>O1CCCC1.O>[Cl:7][C:8]1[CH:9]=[CH:10][C:11]([C:14]2[N:18]([O:19][CH3:1])[CH:17]=[C:16]([C:20]([O:22][CH2:23][CH3:24])=[O:21])[CH:15]=2)=[CH:12][CH:13]=1 |f:0.1|. Procedure details: Potassium tert-butoxide (4.32 g, 0.0385 mol) is added portionwise to a 0° C. solution of ethyl 5-(p-chlorophenyl)-1-hydroxypyrrole-3-carboxylate (9.3 g, 0.035 mol) in anhydrous tetrahydrofuran. Methyl iodide (5.46 g, 0.0385 mol) is then added slowly to the solution at room temperature. The reaction mixture is stirred for 3 hours, diluted with water and extracted with ether. The combined ether extracts are washed sequentially with water and brine, dried over anhydrous sodium sulfate and concentra... Reactants: C(CCCCCCCCCCCCCCCCC)(=O)C1=CNC2=CC(=CC=C12)C(=O)OC (Methyl 3-(n-octadecanoyl)indole-6-carboxylate), [OH-].[Na+] (sodium hydroxide), O (water). Run in CO (methanol). The product is C(CCCCCCCCCCCCCCCCC)(=O)C1=CNC2=CC(=CC=C12)C(=O)O (3-(n-octadecanoyl)indole-6-carboxylic acid). Yield: 82.2%. RXN SMILES: [C:1]([C:20]1[C:28]2[C:23](=[CH:24][C:25]([C:29]([O:31]C)=[O:30])=[CH:26][CH:27]=2)[NH:22][CH:21]=1)(=[O:19])[CH2:2][CH2:3][CH2:4][CH2:5][CH2:6][CH2:7][CH2:8][CH2:9][CH2:10][CH2:11][CH2:12][CH2:13][CH2:14][CH2:15][CH2:16][CH2:17][CH3:18].[OH-].[Na+].O>CO>[C:1]([C:20]1[C:28]2[C:23](=[CH:24][C:25]([C:29]([OH:31])=[O:30])=[CH:26][CH:27]=2)[NH:22][CH:21]=1)(=[O:19])[CH2:2][CH2:3][CH2:4][CH2:5][CH2:6][CH2:7][CH2:8][CH2:9][CH2:10][CH2:11][CH2:12][CH2:13][CH2:14][CH2:15][CH2:16][CH2:17][CH3:18] |f:1.2|. Reported procedure: Methyl 3-(n-octadecanoyl)indole-6-carboxylate (35.2 g) in methanol (1620 ml), containing sodium hydroxide (32 g) and water (49 ml), was stirred and refluxed for 2 hours. The solution was cooled to room temperature and the solid was collected. The solid was suspended in water (500 ml) and aqueous hydrochloric acid (20 ml, of strength 36% w/v) was added to the suspension with rapid stirring. The solid was collected and was recrystallised from glacial acetic acid to give 3-(n-octadecanoyl)indole-6-... The reactants are C(C1=CC=CC=C1)C1CC2CCC(C1)N2CCCC2=NC1=C(N2CCC#N)C=CC=C1 (3-{2-[3-(3-benzyl-8-aza-bicyclo[3.2.1]oct-8-yl)-propyl]-benzimidazol-1-yl }-propionitrile), C(C)(C)O (isopropanol), [Na] (sodium), C(C)(=O)OCC (ethyl acetate). The solvent is CO (methanol), C([O-])(O)=O.[Na+] (sodium bicarbonate), C(C)N(CC)CC (triethylamine). The product is C(C1=CC=CC=C1)C1CC2CCC(C1)N2CCCC2=NC1=C(N2)C=CC=C1 (2-[3-(3-Benzyl-8-aza-bicyclo[3.2.1]oct-8-yl)-propyl]-1H-benzimidazole). Reaction SMILES: [CH2:1]([CH:8]1[CH2:14][CH:13]2[N:15]([CH2:16][CH2:17][CH2:18][C:19]3[N:23](CCC#N)[C:22]4[CH:28]=[CH:29][CH:30]=[CH:31][C:21]=4[N:20]=3)[CH:10]([CH2:11][CH2:12]2)[CH2:9]1)[C:2]1[CH:7]=[CH:6][CH:5]=[CH:4][CH:3]=1.C(O)(C)C.[Na].C(OCC)(=O)C>C(=O)(O)[O-].[Na+].C(N(CC)CC)C.CO>[CH2:1]([CH:8]1[CH2:9][CH:10]2[N:15]([CH2:16][CH2:17][CH2:18][C:19]3[NH:20][C:21]4[CH:31]=[CH:30][CH:29]=[CH:28][C:22]=4[N:23]=3)[CH:13]([CH2:12][CH2:11]2)[CH2:14]1)[C:2]1[CH:7]=[CH:6][CH:5]=[CH:4][CH:3]=1 |f:4.5,^1:35|. Procedure details: A mixture of 0.4 g of 3-{2-[3-(3-benzyl-8-aza-bicyclo[3.2.1]oct-8-yl)-propyl]-benzimidazol-1-yl }-propionitrile, 20 mL of isopropanol and 2 mL of 0.4M sodium in isopiopanol was heated to reflux for 2 h. Conversion was complete by TLC (80:20:1 ethyl acetate:methanol:triethylamine). The mixture was cooled, diluted with 10 mL of saturated sodium bicarbonate and concentrated. The residue was partitioned between 3×100 mL of chloroform and 50 mL of water. After drying over magnesium sulfate and concen... Starting materials: ClC=1C=C2C=3CC(C(CC3NC2=CC1)C(=O)OCC)C(=O)OCC (Diethyl 6-chloro-1,2,3,4-tetrahydrocarbazole-2,3-dicarboxylate), C(C1=CC=CC=C1)N1C(=O)C2CCC=3NC4=CC=CC=C4C3C2C1=O (N-benzyl-1,2,3,4-tetrahydrocarbazole-3,4-dicarboximide), Example 1 ( 3 ). Procedure: Diethyl 6-chloro-1,2,3,4-tetrahydrocarbazole-2,3-dicarboxylate was subjected instead of the N-benzyl-1,2,3,4-tetrahydrocarbazole-3,4-dicarboximide to the same reaction as in Reference Example 1 (3), to obtain diethyl 6-chlorocarbazole-2,3-dicarboxylate as colorless crystals. The product is ClC=1C=C2C=3C=C(C(=CC3NC2=CC1)C(=O)OCC)C(=O)OCC (diethyl 6-chlorocarbazole-2,3-dicarboxylate). Reaction SMILES: [Cl:1][C:2]1[CH:3]=[C:4]2[C:12](=[CH:13][CH:14]=1)[NH:11][C:10]1[CH2:9][CH:8]([C:15]([O:17][CH2:18][CH3:19])=[O:16])[CH:7]([C:20]([O:22][CH2:23][CH3:24])=[O:21])[CH2:6][C:5]2=1.C(N1C(=O)C2C(CCC3NC4C(C=32)=CC=CC=4)C1=O)C1C=CC=CC=1>>[Cl:1][C:2]1[CH:3]=[C:4]2[C:12](=[CH:13][CH:14]=1)[NH:11][C:10]1[CH:9]=[C:8]([C:15]([O:17][CH2:18][CH3:19])=[O:16])[C:7]([C:20]([O:22][CH2:23][CH3:24])=[O:21])=[CH:6][C:5]2=1. Reactants: [Si](C)(C)(C(C)(C)C)O[C@@H]1C=C2C=C[C@@H]([C@@H]([C@H]2[C@H](C1)OC(C(CC)OC1=C(C=C(C=C1C)C)C)=O)CC[C@@H]1C[C@H](CC(O1)=O)O[Si](C)(C)C(C)(C)C)C ((4R,6R)-6-([1S,2S,6S,8S,8aR]-2-{1,2,6,7,8,8a-Hexahydro-6-t-butyldimethylsilyloxy-8-[(2RS)-2-(2,4,6-trimethylphenoxy)butyryloxy]-2-methyl-1-naphthyl}ethyl)tetrahydro-4-t-butyldimethylsilyloxy-2H-pyran-2-one), solution, [F-].C(CCC)[N+](CCCC)(CCCC)CCCC (tetrabutylammonium fluoride). The solvent is O1CCCC1 (tetrahydrofuran). Yields the product O[C@@H]1C=C2C=C[C@@H]([C@@H]([C@H]2[C@H](C1)OC(C(CC)OC1=C(C=C(C=C1C)C)C)=O)CC[C@@H]1C[C@H](CC(O1)=O)O)C ((4R,6R)-6-([1S,2S,6S,8S,8aR]-2-{1,2,6,7,8,8a-Hexahydro-6-hydroxy-8-[(2RS)-2-(2,4,6-trimethylphenoxy)butyryloxy]-2-methyl -1-naphthyl}ethyl)tetrahydro-4-hydroxy-2 H -pyran-2-one). Isolated yield 69.1%. As a reaction SMILES: [Si]([O:8][C@H:9]1[CH2:18][C@H:17]([O:19][C:20](=[O:34])[CH:21]([O:24][C:25]2[C:30]([CH3:31])=[CH:29][C:28]([CH3:32])=[CH:27][C:26]=2[CH3:33])[CH2:22][CH3:23])[C@H:16]2[C:11]([CH:12]=[CH:13][C@H:14]([CH3:52])[C@@H:15]2[CH2:35][CH2:36][C@H:37]2[O:42][C:41](=[O:43])[CH2:40][C@H:39]([O:44][Si](C(C)(C)C)(C)C)[CH2:38]2)=[CH:10]1)(C(C)(C)C)(C)C.[F-].C([N+](CCCC)(CCCC)CCCC)CCC>O1CCCC1>[OH:8][C@H:9]1[CH2:18][C@H:17]([O:19][C:20](=[O:34])[CH:21]([O:24][C:25]2[C:30]([CH3:31])=[CH:29][C:28]([CH3:32])=[CH:27][C:26]=2[CH3:33])[CH2:22][CH3:23])[C@H:16]2[C:11]([CH:12]=[CH:13][C@H:14]([CH3:52])[C@@H:15]2[CH2:35][CH2:36][C@H:37]2[O:42][C:41](=[O:43])[CH2:40][C@H:39]([OH:44])[CH2:38]2)=[CH:10]1 |f:1.2|. Procedure details: A procedure similar to that described in Example 2, above, was followed, but using 1.44 g of ([1S,2S,6S,8S,8aR]-2-{1,2,6,7,8,8a-hexahydro-6-t-butyldimethylsilyloxy-8-[(2RS)-2-(2,4,6-trimethylphenoxy)butyryloxy]-2-methyl-1-naphthyl}ethyl)tetrahydro-4-t-butyldimethylsilyloxy-2H-pyran-2-one [prepared as described in Example 58, above] and 38.0 ml of a 1.0 molar solution of tetrabutylammonium fluoride in tetrahydrofuran, to give 694 mg of the desired compound as white crystals, melting at between 13... Solvent: CC(=O)N(C)C (dimethylacetamide). Yields the product desired compound, ClC1=CC(=NC(=N1)SC)NC1=C(C=CC(=C1)C)NC(OC(C)(C)C)=O (tert-butyl (2-{[6-chloro-2-(methylsulfanyl)pyrimidin-4-yl]amino}-4-methylphenyl)carbamate). Reaction conditions: temperature 100 celsius, time 7 hour. Starting materials: C(C)(C)N(C(C)C)CC (N,N-diisopropyl ethylamine), O (water), ClC1=NC(=NC(=C1)Cl)SC (4,6-Dichloro-2-(methylsulfanyl)pyrimidine), NC1=C(C=CC(=C1)C)NC(OC(C)(C)C)=O (tert-butyl (2-amino-4-methylphenyl)carbamate). Procedure: 4,6-Dichloro-2-(methylsulfanyl)pyrimidine (50 mg) and tert-butyl (2-amino-4-methylphenyl)carbamate (57 mg) were dissolved in dimethylacetamide (250 μL), and N,N-diisopropyl ethylamine (69 μL) was added thereto, followed by stirring at 100° C. for 7 hours. After the completion of the reaction, the mixture was cooled to room temperature, and water was added thereto, followed by extraction with ethyl acetate. The extracts were washed with saturated brine, the organic layer was dried over anhydrous ... Isolated yield 51.2%. Reaction SMILES: Cl[C:2]1[CH:7]=[C:6]([Cl:8])[N:5]=[C:4]([S:9][CH3:10])[N:3]=1.[NH2:11][C:12]1[CH:17]=[C:16]([CH3:18])[CH:15]=[CH:14][C:13]=1[NH:19][C:20](=[O:26])[O:21][C:22]([CH3:25])([CH3:24])[CH3:23].C(N(CC)C(C)C)(C)C.O>CC(N(C)C)=O>[Cl:8][C:6]1[N:5]=[C:4]([S:9][CH3:10])[N:3]=[C:2]([NH:11][C:12]2[CH:17]=[C:16]([CH3:18])[CH:15]=[CH:14][C:13]=2[NH:19][C:20](=[O:26])[O:21][C:22]([CH3:24])([CH3:23])[CH3:25])[CH:7]=1.